This data is from the Open Reaction Database (ORD), a public repository of structured organic reaction records. The task is: describe an organic reaction: reactants, conditions, products, and yield Starting materials: CCOC(=O)C(C)(C)Br, [I-], [K+], Nc1nnc(S)n1-c1ccc(C2CC2)c2ccccc12, CN(C)C=O. Product: CCOC(=O)C(C)(C)Sc1nnc(N)n1-c1ccc(C2CC2)c2ccccc12. RXN SMILES: [Br:1][C:2]([C:3](=[O:4])[O:5][CH2:6][CH3:7])([CH3:8])[CH3:9].[I-:31].[K+:30].[NH2:10][c:11]1[n:12](-[c:17]2[cH:18][cH:19][c:20]([CH:27]3[CH2:28][CH2:29]3)[c:21]3[cH:22][cH:23][cH:24][cH:25][c:26]23)[c:13]([SH:16])[n:14][n:15]1.[O:32]=[CH:33][N:34]([CH3:35])[CH3:36]>>[C:2]([C:3](=[O:4])[O:5][CH2:6][CH3:7])([CH3:8])([CH3:9])[S:16][c:13]1[n:12](-[c:17]2[cH:18][cH:19][c:20]([CH:27]3[CH2:28][CH2:29]3)[c:21]3[cH:22][cH:23][cH:24][cH:25][c:26]23)[c:11]([NH2:10])[n:15][n:14]1.